describe an organic reaction: reactants, conditions, products, and yield From a dataset of the Open Reaction Database (ORD), a public repository of structured organic reaction records. The reactants are BrC=1C=C2C(=NNC(C2=CC1)=O)Cl (6-bromo-4-chloro-2H-phthalazin-1-one), BrC1=CC=C2C(=NNC(C2=C1)=O)Cl (7-bromo-4-chloro-2H-phthalazin-1-one), C(C)(C)(C)OC(=O)N1CCN(CC1)C1=C(C=C(C=C1)OC)CN (4-(2-aminomethyl-4-methoxy-phenyl)-piperazine-1-carboxylic acid tert-butyl ester), C=1C=CC(=CC1)P(C=2C=CC=CC2)C3=CC=C4C=CC=CC4=C3C5=C6C=CC=CC6=CC=C5P(C=7C=CC=CC7)C=8C=CC=CC8 (BINAP), CC(C)(C)[O-].[Na+] (NaOt-Bu). The reagents and catalysts are C=1C=CC(=CC1)/C=C/C(=O)/C=C/C2=CC=CC=C2.C=1C=CC(=CC1)/C=C/C(=O)/C=C/C2=CC=CC=C2.C=1C=CC(=CC1)/C=C/C(=O)/C=C/C2=CC=CC=C2.[Pd].[Pd] (Pd2(dba)3). The solvent is CC(=O)N(C)C (DMA). Conditions: temperature 90 celsius. Yields the product C(C)(C)(C)OC(=O)N1CCN(CC1)C1=C(C=C(C=C1)OC)CNC=1C=C2C(=NNC(C2=CC1)=O)Cl (4-(2-[(4-Chloro-1-oxo-1,2-dihydro-phthalazin-6-ylamino)-methyl]-4-methoxy-phenyl)-piperazine-1-carboxylic acid tert-butyl ester). Yield: 18.0%. As a reaction SMILES: Br[C:2]1[CH:3]=[C:4]2[C:9](=[CH:10][CH:11]=1)[C:8](=[O:12])[NH:7][N:6]=[C:5]2[Cl:13].BrC1C=C2C(C(Cl)=NNC2=O)=CC=1.[C:27]([O:31][C:32]([N:34]1[CH2:39][CH2:38][N:37]([C:40]2[CH:45]=[CH:44][C:43]([O:46][CH3:47])=[CH:42][C:41]=2[CH2:48][NH2:49])[CH2:36][CH2:35]1)=[O:33])([CH3:30])([CH3:29])[CH3:28].C1C=CC(P(C2C(C3C(P(C4C=CC=CC=4)C4C=CC=CC=4)=CC=C4C=3C=CC=C4)=C3C(C=CC=C3)=CC=2)C2C=CC=CC=2)=CC=1.CC([O-])(C)C.[Na+]>CC(N(C)C)=O.C1C=CC(/C=C/C(/C=C/C2C=CC=CC=2)=O)=CC=1.C1C=CC(/C=C/C(/C=C/C2C=CC=CC=2)=O)=CC=1.C1C=CC(/C=C/C(/C=C/C2C=CC=CC=2)=O)=CC=1.[Pd].[Pd]>[C:27]([O:31][C:32]([N:34]1[CH2:39][CH2:38][N:37]([C:40]2[CH:45]=[CH:44][C:43]([O:46][CH3:47])=[CH:42][C:41]=2[CH2:48][NH:49][C:2]2[CH:3]=[C:4]3[C:9](=[CH:10][CH:11]=2)[C:8](=[O:12])[NH:7][N:6]=[C:5]3[Cl:13])[CH2:36][CH2:35]1)=[O:33])([CH3:30])([CH3:28])[CH3:29] |f:4.5,7.8.9.10.11|. Procedure: A mixture of 6-bromo-4-chloro-2H-phthalazin-1-one and 7-bromo-4-chloro-2H-phthalazin-1-one (300 mg, 1.16 mmol), 4-(2-aminomethyl-4-methoxy-phenyl)-piperazine-1-carboxylic acid tert-butyl ester (338 mg, 1.05 mmol), Pd2(dba)3 (110 mg, 0.12 mmol), BINAP (217 mg, 0.35 mmol) and NaOt-Bu (327 mg, 3.48 mmol) in DMA (10 mL) was purged with nitrogen for 10 min. The mixture was heated at 90° C. for 1.5 h. The mixture was allowed to cool and diluted with ethyl acetate (30 mL) and washed with ammonium chlor... Reactants: Cl.N[C@@H]1CC[C@H](CC1)NC(=O)C1=C(NC2=C1N=CN=C2C2=C(C=C(C=C2)F)OCC2CC2)C (N-(trans-4-aminocyclohexyl)-4-[2-(cyclopropylmethoxy)-4-fluorophenyl]-6-methyl-5H-pyrrolo[3,2-d]pyrimidine-7-carboxamide hydrochloride), C(C)(=O)OCC(=O)Cl (2-chloro-2-oxoethyl acetate). Yields the product C1(CC1)COC1=C(C=CC(=C1)F)C=1C2=C(N=CN1)C(=C(N2)C)C(=O)N[C@@H]2CC[C@H](CC2)NC(CO)=O (4-[2-(Cyclopropylmethoxy)-4-fluorophenyl]-N-[trans-4-(glycoloylamino)cyclohexyl]-6-methyl-5H-pyrrolo[3,2-d]pyrimidine-7-carboxamide). RXN SMILES: Cl.[NH2:2][C@H:3]1[CH2:8][CH2:7][C@H:6]([NH:9][C:10]([C:12]2[C:16]3[N:17]=[CH:18][N:19]=[C:20]([C:21]4[CH:26]=[CH:25][C:24]([F:27])=[CH:23][C:22]=4[O:28][CH2:29][CH:30]4[CH2:32][CH2:31]4)[C:15]=3[NH:14][C:13]=2[CH3:33])=[O:11])[CH2:5][CH2:4]1.C([O:37][CH2:38][C:39](Cl)=[O:40])(=O)C>>[CH:30]1([CH2:29][O:28][C:22]2[CH:23]=[C:24]([F:27])[CH:25]=[CH:26][C:21]=2[C:20]2[C:15]3[NH:14][C:13]([CH3:33])=[C:12]([C:10]([NH:9][C@H:6]4[CH2:7][CH2:8][C@H:3]([NH:2][C:38](=[O:37])[CH2:39][OH:40])[CH2:4][CH2:5]4)=[O:11])[C:16]=3[N:17]=[CH:18][N:19]=2)[CH2:31][CH2:32]1 |f:0.1|. Reported procedure: Starting from N-(trans-4-aminocyclohexyl)-4-[2-(cyclopropylmethoxy)-4-fluorophenyl]-6-methyl-5H-pyrrolo[3,2-d]pyrimidine-7-carboxamide hydrochloride (example D.f7) and commercially available 2-chloro-2-oxoethyl acetate the title compound is obtained as colorless solid. The reactants are lithium anion, COC=1C#CC=CC1 (m-methoxybenzyne), CN1C(CCC1)=O (1-methyl-2-pyrrolidone). Product: COC=1C=C(C=CC1)C1C(N(CC1)C)=O (3-(3-methoxyphenyl)-1-methyl-2-pyrrolidone). Reaction SMILES: [CH3:1][O:2][C:3]1[C:4]#[C:5][CH:6]=[CH:7][CH:8]=1.[CH3:9][N:10]1[CH2:14][CH2:13][CH2:12][C:11]1=[O:15]>>[CH3:1][O:2][C:3]1[CH:8]=[C:7]([CH:12]2[CH2:13][CH2:14][N:10]([CH3:9])[C:11]2=[O:15])[CH:6]=[CH:5][CH:4]=1. Reported procedure: Following the procedure of Example 3, reaction of the lithium anion of 1-methyl-2-pyrrolidone with m-methoxybenzyne (from lithium 2,2,6,6-tetramethylpiperidide and o-chloroanisole) followed by aqueous workup gives 3-(3-methoxyphenyl)-1-methyl-2-pyrrolidone. Removal of the protecting group using iodotrimethylsilane gives the title compound m.p. 113°-4° C. (ethylacetate-hexane). Starting materials: C(C(F)(F)F)O (trifluoroethanol), Cl.Cl.NC=1C=CC(=NC1N)N1C[C@@H](CCC1)C(=O)N1CCCC1 ((R)-(1-(5,6-diaminopyridin-2-yl)piperidin-3-yl)(pyrrolidin-1-yl)methanone dihydrochloride), ClC(C(OC)=N)(Cl)Cl (Methyl 2,2,2-trichloroacetimidate). Run in C(=O)O (Formic acid). Reaction conditions: temperature 60 celsius, time 3 hour. Yields the product N1(CCCC1)C(=O)[C@H]1CN(CCC1)C1=CC=C2C(=N1)NC(=N2)C(Cl)(Cl)Cl ((R)-Pyrrolidin-1-yl(1-(2-(trichloromethyl)-3H-imidazo[4,5-b]pyridin-5-yl)piperidin-3-yl)methanone). Reaction SMILES: C(O)C(F)(F)F.Cl.Cl.[NH2:9][C:10]1[CH:11]=[CH:12][C:13]([N:17]2[CH2:22][CH2:21][CH2:20][C@@H:19]([C:23]([N:25]3[CH2:29][CH2:28][CH2:27][CH2:26]3)=[O:24])[CH2:18]2)=[N:14][C:15]=1[NH2:16].[Cl:30][C:31]([Cl:37])([Cl:36])[C:32](=N)OC>C(O)=O>[N:25]1([C:23]([C@@H:19]2[CH2:20][CH2:21][CH2:22][N:17]([C:13]3[N:14]=[C:15]4[NH:16][C:32]([C:31]([Cl:37])([Cl:36])[Cl:30])=[N:9][C:10]4=[CH:11][CH:12]=3)[CH2:18]2)=[O:24])[CH2:29][CH2:28][CH2:27][CH2:26]1 |f:1.2.3|. Procedure: Formic acid (2.8 mL) and trifluoroethanol (61 mL) were added to (R)-(1-(5,6-diaminopyridin-2-yl)piperidin-3-yl)(pyrrolidin-1-yl)methanone dihydrochloride. Methyl 2,2,2-trichloroacetimidate (1.65 mL) was added and the reaction mixture was stirred at 60° C. for 3 h. The mixture was used for the next step without further workup or purification. Yield: 100.2%. The reactants are FC1=C(C(=CC=C1F)[N+](=O)[O-])O (2,3 difluoro 6-nitro phenol). RXN SMILES: [F:1][C:2]1[C:7]([F:8])=[CH:6][CH:5]=[C:4]([N+:9]([O-])=O)[C:3]=1[OH:12]>[Pd]>[OH:12][C:3]1[C:2]([F:1])=[C:7]([F:8])[CH:6]=[CH:5][C:4]=1[NH2:9]. The product is OC1=C(N)C=CC(=C1F)F (2-hydroxy 3,4-difluoro aniline). Run at time 12 hour. The reagents and catalysts are [Pd] (Pd/C). Procedure: 2,3 difluoro 6-nitro phenol (2 g, 11 mmol) was treated with 10% Pd/C (1 g) at 23° C. The reaction mixture was flushed with hydrogen gas and the reaction was allowed to stir 12 h before it was filtered through celite. The filtrate was concentrated in vacuo to afforded the title compound (1.6 g, 97%). EI-MS m/z 146 (M+H)+ Starting materials: ClC1=CC(=CC=C1)C(=O)OO (m-chloroperbenzoic acid), CSC1=CC=CC2=C1C(N1[C@H](C=3N2C=NC3C(=O)OC(C)(C)C)CCC1)=O (t-butyl (S)-11,12,13,13a-tetrahydro-8-methylthio-9-oxo-9H-imidazo[1,5-a]pyrrolo[2,1-c][1,4]benzodiazepine-1-carboxylate), [OH-].[Na+] (sodium hydroxide). Solvent: C(Cl)Cl (methylene chloride). The product is CS(=O)(=O)C1=CC=CC2=C1C(N1[C@H](C=3N2C=NC3C(=O)OC(C)(C)C)CCC1)=O (t-butyl (S)-11,12,13,13a-tetrahydro-8-methylsulphonyl-9-oxo-9H-imidazo[1,5-a]pyrrolo[2,1-c][1,4]benzodiazepine-1-carboxylate). RXN SMILES: [CH3:1][S:2][C:3]1[C:8]2[C:9](=[O:27])[N:10]3[CH2:26][CH2:25][CH2:24][C@H:11]3[C:12]3[N:13]([CH:14]=[N:15][C:16]=3[C:17]([O:19][C:20]([CH3:23])([CH3:22])[CH3:21])=[O:18])[C:7]=2[CH:6]=[CH:5][CH:4]=1.ClC1C=CC=C(C(OO)=[O:36])C=1.[OH-:39].[Na+]>C(Cl)Cl>[CH3:1][S:2]([C:3]1[C:8]2[C:9](=[O:27])[N:10]3[CH2:26][CH2:25][CH2:24][C@H:11]3[C:12]3[N:13]([CH:14]=[N:15][C:16]=3[C:17]([O:19][C:20]([CH3:23])([CH3:21])[CH3:22])=[O:18])[C:7]=2[CH:6]=[CH:5][CH:4]=1)(=[O:36])=[O:39] |f:2.3|. Reported procedure: 4 g (10.83 mmol) of t-butyl (S)-11,12,13,13a-tetrahydro-8-methylthio-9-oxo-9H-imidazo[1,5-a]pyrrolo[2,1-c][1,4]benzodiazepine-1-carboxylate are dissolved in 50 ml of methylene chloride and treated portionwise at room temperature with 4.0 g (about 20.8 mmol) of about 90 percent m-chloroperbenzoic acid. Subsequently, the mixture is warmed to boiling under reflux for 2.5 hours, then poured into 2 N sodium hydroxide and the methylene chloride solution is separated. The organic phase is dried over ma... Starting materials: ClC1=NC(=C2N=CN(C2=N1)C(C)C)Cl (2,6-dichloro-9-isopropylpurine), NC1=CC=CC=C1 (aniline). Solvent: C(CCC)O (butanol), CCOC(=O)C (EtOAc). Reaction conditions: temperature 120 celsius. Product: ClC1=NC(=C2N=CN(C2=N1)C(C)C)NC1=CC=CC=C1 (2-chloro-6-anilino-9-isopropylpurine). As a reaction SMILES: [Cl:1][C:2]1[N:10]=[C:9]2[C:5]([N:6]=[CH:7][N:8]2[CH:11]([CH3:13])[CH3:12])=[C:4](Cl)[N:3]=1.[NH2:15][C:16]1[CH:21]=[CH:20][CH:19]=[CH:18][CH:17]=1>C(O)CCC.CCOC(C)=O>[Cl:1][C:2]1[N:10]=[C:9]2[C:5]([N:6]=[CH:7][N:8]2[CH:11]([CH3:13])[CH3:12])=[C:4]([NH:15][C:16]2[CH:21]=[CH:20][CH:19]=[CH:18][CH:17]=2)[N:3]=1. Procedure details: 2,6-dichloro-9-isopropylpurine (0.019 g, 0.081 mmol) was dissolved in butanol (0.5 ml) and aniline (0.044 ml, 0.244 mmol) was added. The reaction mixture was heated to 120° C. for 10 hr, cooled, diluted with EtOAc and washed 3 times with water. The mixture was dried over MgSO4 and concentrated to an off white solid. Starting materials: [Br-], CC(C)=O, [Li+], C=C(C)C1(O)C(OC)C(OC(=O)NC)COC1(O)C(O)S(=O)(=O)c1ccc(C)cc1. Product: C=C(C)C1(O)C(OC)C(OC(=O)NC)COC1(O)CBr. As a reaction SMILES: [Br-:2].[CH3:33][C:34](=[O:35])[CH3:36].[Li+:1].[c:3]1([CH3:4])[cH:5][cH:6][c:7]([S:8](=[O:10])(=[O:11])[CH:12]([OH:9])[C:14]2([OH:15])[C:16]([OH:17])([C:29](=[CH2:30])[CH3:31])[CH:18]([O:19][CH3:20])[CH:21]([O:22][C:23]([NH:24][CH3:25])=[O:26])[CH2:27][O:28]2)[cH:13][cH:32]1>>[Br:2][CH2:12][C:14]1([OH:15])[C:16]([OH:17])([C:29](=[CH2:30])[CH3:31])[CH:18]([O:19][CH3:20])[CH:21]([O:22][C:23]([NH:24][CH3:25])=[O:26])[CH2:27][O:28]1.